From a dataset of the Open Reaction Database (ORD), a public repository of structured organic reaction records. describe an organic reaction: reactants, conditions, products, and yield The reactants are [BH3-]C#N, CO, CC(C)C=O, Cl, NCc1ccc(NC(=C2C(=O)Nc3ccc([N+](=O)[O-])cc32)c2ccccc2)cc1, [Na+]. Yields the product CC(C)CNCc1ccc(NC(=C2C(=O)Nc3ccc([N+](=O)[O-])cc32)c2ccccc2)cc1. As a reaction SMILES: [C:36]([BH3-:37])#[N:38].[CH3:40][OH:41].[CH:31]([CH:32]([CH3:33])[CH3:34])=[O:35].[ClH:1].[NH2:2][CH2:3][c:4]1[cH:5][cH:6][c:7]([NH:10][C:11]([c:12]2[cH:13][cH:14][cH:15][cH:16][cH:17]2)=[C:18]2[C:19](=[O:30])[NH:20][c:21]3[cH:22][cH:23][c:24]([N+:27](=[O:28])[O-:29])[cH:25][c:26]32)[cH:8][cH:9]1.[Na+:39]>>[NH:2]([CH2:3][c:4]1[cH:5][cH:6][c:7]([NH:10][C:11]([c:12]2[cH:13][cH:14][cH:15][cH:16][cH:17]2)=[C:18]2[C:19](=[O:30])[NH:20][c:21]3[cH:22][cH:23][c:24]([N+:27](=[O:28])[O-:29])[cH:25][c:26]32)[cH:8][cH:9]1)[CH2:31][CH:32]([CH3:33])[CH3:34].